The task is: describe an organic reaction: reactants, conditions, products, and yield. This data is from the Open Reaction Database (ORD), a public repository of structured organic reaction records. The reactants are CCO, [Cl-], O=[N+]([O-])c1ccc(OCc2ccccn2)c(Cl)c1, [NH4+], O, [Zn]. The product is Nc1ccc(OCc2ccccn2)c(Cl)c1. RXN SMILES: [CH3:21][CH2:22][OH:23].[Cl-:19].[Cl:1][c:2]1[c:3]([O:4][CH2:5][c:6]2[n:7][cH:8][cH:9][cH:10][cH:11]2)[cH:12][cH:13][c:14]([N+:16]([O-:17])=[O:18])[cH:15]1.[NH4+:20].[OH2:24].[Zn:25]>>[Cl:1][c:2]1[c:3]([O:4][CH2:5][c:6]2[n:7][cH:8][cH:9][cH:10][cH:11]2)[cH:12][cH:13][c:14]([NH2:16])[cH:15]1. The reactants are C(C)(C)(C)OC(=O)N1CC(CC1)N(S(=O)(=O)C)CC1=CC(=CC=C1)C1=NC(=NC=C1)NCCC1=CC=C(C=C1)O (3-[(3-{2-[2-(4-Hydroxy-phenyl)-ethylamino]-pyrimidin-4-yl}-benzyl)-methanesulfonyl-amino]-pyrrolidine-1-carboxylic acid tert-butyl ester), CS(=O)(=O)Cl (methanesulfonyl chloride), 461. Product: ClC=1C=C(C=CC1O)CCNC1=NC=CC(=N1)C=1C=C(CN(S(=O)(=O)C)CC)C=CC1 (N-(3-{2-[2-(3-Chloro-4-hydroxy-phenyl)-ethylamino]-pyrimidin-4-yl}-benzyl)-N-ethyl-methanesulfonamide). As a reaction SMILES: C(OC(N1CC[CH:10]([N:13]([CH2:18][C:19]2[CH:24]=[CH:23][CH:22]=[C:21]([C:25]3[CH:30]=[CH:29][N:28]=[C:27]([NH:31][CH2:32][CH2:33][C:34]4[CH:39]=[CH:38][C:37]([OH:40])=[CH:36][CH:35]=4)[N:26]=3)[CH:20]=2)[S:14]([CH3:17])(=[O:16])=[O:15])[CH2:9]1)=O)(C)(C)C.CS([Cl:45])(=O)=O>>[Cl:45][C:36]1[CH:35]=[C:34]([CH2:33][CH2:32][NH:31][C:27]2[N:26]=[C:25]([C:21]3[CH:20]=[C:19]([CH:24]=[CH:23][CH:22]=3)[CH2:18][N:13]([CH2:10][CH3:9])[S:14]([CH3:17])(=[O:16])=[O:15])[CH:30]=[CH:29][N:28]=2)[CH:39]=[CH:38][C:37]=1[OH:40]. Reported procedure: Compound 94 was coupled with methanesulfonyl chloride following procedure D. LC-MS showed the product had the expected M+H+ of 461. 1H NMR (Varian 300 MHz, DMSO-d6, shifts relative to the solvent peak at 2.49 ppm) δ 8.3 (d, 1H) 8.1 (s, 1H) 8.0 (s, 1H) 7.5 (d, 2H) 7.3 (m, 1H) 7.2 (s, 1H) 7.1 (d, 1H) 7.0 (d, 1H) 6.9 (d, 1H) 4.4 (s, 2H) 3.5 (m, 2H) 3.2 (m, 2H) 3.0 (s, 3H) 2.8 (m, 2H) 1.0 (m, 3H). Reactants: [H-].[Na+] (sodium hydride), ClC1=C(C=C(C=C1)F)CC(=O)NC1=CC(=C(C=C1)OC1=C(C=C(C=C1)F)F)C1=CN(C(C=C1OCC)=O)C (2-(2-chloro-5-fluorophenyl)-N-[4-(2,4-difluorophenoxy)-3-(4-ethoxy-1-methyl-6-oxo-1,6-dihydropyridin-3-yl)phenyl]acetamide), IC (iodomethane). Solvent: CN(C)C=O (DMF). Reaction conditions: temperature 0 celsius, time 10 minute. Yields the product ClC1=C(C=C(C=C1)F)C(C(=O)NC1=CC(=C(C=C1)OC1=C(C=C(C=C1)F)F)C1=CN(C(C=C1OCC)=O)C)C (2-(2-chloro-5-fluorophenyl)-N-[4-(2,4-difluorophenoxy)-3-(4-ethoxy-1-methyl-6-oxo-1,6-dihydropyridin-3-yl)phenyl]propanamide). Reaction SMILES: [H-].[Na+].[Cl:3][C:4]1[CH:9]=[CH:8][C:7]([F:10])=[CH:6][C:5]=1[CH2:11][C:12]([NH:14][C:15]1[CH:20]=[CH:19][C:18]([O:21][C:22]2[CH:27]=[CH:26][C:25]([F:28])=[CH:24][C:23]=2[F:29])=[C:17]([C:30]2[C:35]([O:36][CH2:37][CH3:38])=[CH:34][C:33](=[O:39])[N:32]([CH3:40])[CH:31]=2)[CH:16]=1)=[O:13].I[CH3:42]>CN(C=O)C>[Cl:3][C:4]1[CH:9]=[CH:8][C:7]([F:10])=[CH:6][C:5]=1[CH:11]([CH3:42])[C:12]([NH:14][C:15]1[CH:20]=[CH:19][C:18]([O:21][C:22]2[CH:27]=[CH:26][C:25]([F:28])=[CH:24][C:23]=2[F:29])=[C:17]([C:30]2[C:35]([O:36][CH2:37][CH3:38])=[CH:34][C:33](=[O:39])[N:32]([CH3:40])[CH:31]=2)[CH:16]=1)=[O:13] |f:0.1|. Procedure details: A 4 mL vial with stirbar was charged with sodium hydride, dry 95% (2.9 mg, 0.115 mmol), placed in an ice bath and charged with a solution of Example 1H (0.0527 g, 0.097 mmol) in DMF (1 mL). After stirring 10 min at 0° C., iodomethane (8 μL, 0.128 mmol) was added by syringe. After 1 hour, the mixture was partitioned between 25 mL each of ethyl acetate and aqueous ammonium chloride. The organics were dried over anhydrous sodium sulfate. After filtration and solvent removal, the material was purifi... The reactants are CC(C)(C)OC(=O)N1CCC(n2ncc3c(Cl)ncnc32)CC1, O=C([O-])[O-], CCOc1ccc(O)cc1, CCOC(C)=O, CN(C)C=O, [K+], [K+], O. Yields the product CCOc1ccc(Oc2ncnc3c2cnn3C2CCN(C(=O)OC(C)(C)C)CC2)cc1. RXN SMILES: [C:1]([CH3:2])([CH3:3])([CH3:4])[O:5][C:6](=[O:7])[N:8]1[CH2:9][CH2:10][CH:11]([n:14]2[n:15][cH:16][c:17]3[c:18]2[n:19][cH:20][n:21][c:22]3[Cl:23])[CH2:12][CH2:13]1.[C:34](=[O:35])([O-:36])[O-:37].[CH2:24]([CH3:25])[O:26][c:27]1[cH:28][cH:29][c:30]([OH:33])[cH:31][cH:32]1.[CH3:40][CH2:41][O:42][C:43](=[O:44])[CH3:45].[CH3:46][N:47]([CH3:48])[CH:49]=[O:50].[K+:38].[K+:39].[OH2:51]>>[C:1]([CH3:2])([CH3:3])([CH3:4])[O:5][C:6](=[O:7])[N:8]1[CH2:9][CH2:10][CH:11]([n:14]2[n:15][cH:16][c:17]3[c:18]2[n:19][cH:20][n:21][c:22]3[O:33][c:30]2[cH:29][cH:28][c:27]([O:26][CH2:24][CH3:25])[cH:32][cH:31]2)[CH2:12][CH2:13]1. The reactants are C(CNCCNCCN)N (TETA), solution, C(=O)C=O (glyoxal). Run in C(C)O (ethanol). Reaction conditions: temperature 23 celsius, time 17 hour. The product is N1CCN2C1C1N(CC2)CCN1 (decahydro-diimidazo-[1,2-a:2′,1′-c]pyrazine). As a reaction SMILES: [CH2:1]([NH2:10])[CH2:2][NH:3][CH2:4][CH2:5][NH:6][CH2:7][CH2:8][NH2:9].[CH:11]([CH:13]=O)=O>C(O)C>[NH:3]1[CH:4]2[CH:5]3[NH:9][CH2:8][CH2:7][N:6]3[CH2:11][CH2:13][N:10]2[CH2:1][CH2:2]1. Procedure: In a suitable 2 L reactor, maintained under nitrogen atmosphere, 50 g (305 mmol) of straight hydrated TETA and 1 L of absolute ethanol are loaded. To the solution 44.5 g (305 mmol) of a 40% glyoxal solution are added. After completion of the addition, the solution is kept under magnetic stirring at 23° C. for 17 hours. The resulting solution is concentrated under partial vacuum to an oily residue. Starting materials: O=C([O-])[O-], Cc1cc([N+](=O)[O-])ccc1NC(=O)c1ccccc1, CI, [Cs+], [Cs+], CN(C)C=O. The product is Cc1cc([N+](=O)[O-])ccc1N(C)C(=O)c1ccccc1. As a reaction SMILES: [C:20](=[O:21])([O-:22])[O-:23].[CH3:1][c:2]1[c:3]([NH:11][C:12]([c:13]2[cH:14][cH:15][cH:16][cH:17][cH:18]2)=[O:19])[cH:4][cH:5][c:6]([N+:8](=[O:9])[O-:10])[cH:7]1.[CH3:26][I:27].[Cs+:24].[Cs+:25].[O:28]=[CH:29][N:30]([CH3:31])[CH3:32]>>[CH3:1][c:2]1[c:3]([N:11]([C:12]([c:13]2[cH:14][cH:15][cH:16][cH:17][cH:18]2)=[O:19])[CH3:20])[cH:4][cH:5][c:6]([N+:8](=[O:9])[O-:10])[cH:7]1. The reactants are O (Water), CC1=CC=C(C=C1)OC (4-Methylanisole), Cl(=O)(=O)(=O)[O-].[Li+] (lithium perchlorate), ClC(CCCCCCCCC(=O)OC)=O (methyl 10-chloro-10-oxodecanoate). Reagents/catalysts: [O-]S(=O)(=O)C(F)(F)F.[Sc+3].[O-]S(=O)(=O)C(F)(F)F.[O-]S(=O)(=O)C(F)(F)F (scandium triflate). Run in [N+](=O)([O-])C (nitromethane). Run at time 4 hour. Product: COC1=C(C=C(C=C1)C)C(CCCCCCCCC(=O)OC)=O (methyl 10-(2-methoxy-5-methylphenyl)-10-oxo-decanoate). The yield is 83.0%. RXN SMILES: [CH3:1][C:2]1[CH:7]=[CH:6][C:5]([O:8][CH3:9])=[CH:4][CH:3]=1.Cl([O-])(=O)(=O)=O.[Li+].Cl[C:17](=[O:30])[CH2:18][CH2:19][CH2:20][CH2:21][CH2:22][CH2:23][CH2:24][CH2:25][C:26]([O:28][CH3:29])=[O:27].O>[N+](C)([O-])=O.[O-]S(C(F)(F)F)(=O)=O.[Sc+3].[O-]S(C(F)(F)F)(=O)=O.[O-]S(C(F)(F)F)(=O)=O>[CH3:9][O:8][C:5]1[CH:6]=[CH:7][C:2]([CH3:1])=[CH:3][C:4]=1[C:17](=[O:30])[CH2:18][CH2:19][CH2:20][CH2:21][CH2:22][CH2:23][CH2:24][CH2:25][C:26]([O:28][CH3:29])=[O:27] |f:1.2,6.7.8.9|. Procedure: 4-Methylanisole (732 mg) was dissolved in nitromethane (30 ml) to prepare a solution. Anhydrous lithium perchlorate (3.8 g), methyl 10-chloro-10-oxodecanoate (2 ml), and scandium triflate (300 mg) were added to the solution, and the mixture was stirred at room temperature for 4 hr. Water was added to the reaction solution, and the mixture was extracted with ethyl acetate. The ethyl acetate layer was then washed with water and was dried over anhydrous sodium sulfate. The solvent was removed by di...